describe an organic reaction: reactants, conditions, products, and yield From a dataset of the Open Reaction Database (ORD), a public repository of structured organic reaction records. Reactants: C(C)OC(COC1=C2CCC3=C(N=C(S3)S)C2=CC=C1)=O (ethyl[(2-mercapto-4,5-dihydronaphtho[1,2-d]thiazol-6-yl)oxy]acetate), CS(=O)(=O)OCCC(C1=CC=CC=C1)C1=CC=CC=C1 (3,3-diphenylpropyl methanesulfonate), C([O-])([O-])=O.[K+].[K+] (potassium carbonate). Run in O (water), CN(C=O)C (N,N-dimethylformamide). Reaction conditions: temperature 60 celsius, time 2 hour. The product is C(C)OC(COC=1C=2CC3=C(N=C(S3)SCCC(C3=CC=CC=C3)C3=CC=CC=C3)C2C=CC1)=O (ethyl[(2-(3,3-diphenylpropyl)thio-8H-indeno[1,2-d]thiazol-7-yl]oxy]acetate). Yield: 61.2%. As a reaction SMILES: [CH2:1]([O:3][C:4](=[O:21])[CH2:5][O:6][C:7]1[CH:20]=[CH:19][CH:18]=[C:17]2[C:8]=1[CH2:9]C[C:11]1[S:15][C:14]([SH:16])=[N:13][C:12]=12)[CH3:2].CS(O[CH2:27][CH2:28][CH:29]([C:36]1[CH:41]=[CH:40][CH:39]=[CH:38][CH:37]=1)[C:30]1[CH:35]=[CH:34][CH:33]=[CH:32][CH:31]=1)(=O)=O.C(=O)([O-])[O-].[K+].[K+]>CN(C)C=O.O>[CH2:1]([O:3][C:4](=[O:21])[CH2:5][O:6][C:7]1[C:8]2[CH2:9][C:11]3[S:15][C:14]([S:16][CH2:27][CH2:28][CH:29]([C:30]4[CH:35]=[CH:34][CH:33]=[CH:32][CH:31]=4)[C:36]4[CH:41]=[CH:40][CH:39]=[CH:38][CH:37]=4)=[N:13][C:12]=3[C:17]=2[CH:18]=[CH:19][CH:20]=1)[CH3:2] |f:2.3.4|. Reported procedure: To a solution of ethyl[(2-mercapto-4,5-dihydronaphtho[1,2-d]thiazol-6-yl)oxy]acetate (4.00 g, 12.4 mmol) in N,N-dimethylformamide (30 mL) was added 3,3-diphenylpropyl methanesulfonate (3.96 g, 13.6 mmol) followed by addition of potassium carbonate (1.90 g, 13.6 mmol), and the mixture was stirred at 60° C. for 2 hours. This reaction mixture was diluted with water and extracted with ethyl acetate. The organic layer was washed with water and saturated aqueous sodium chloride solution, dried over Mg... Reactants: CC1=C(C2CN(C)CCc3cc(Cl)c(O)cc32)CCC1, Cl. The product is CC(C)=C(C)C1CN(C)CCc2cc(Cl)c(O)cc21. Reaction SMILES: [Cl:1][c:2]1[cH:3][c:4]2[c:5]([cH:18][c:19]1[OH:20])[CH:6]([C:12]1=[C:13]([CH3:17])[CH2:14][CH2:15][CH2:16]1)[CH2:7][N:8]([CH3:11])[CH2:9][CH2:10]2.[ClH:21]>>[Cl:1][c:2]1[cH:3][c:4]2[c:5]([cH:18][c:19]1[OH:20])[CH:6]([C:12](=[C:13]([CH3:14])[CH3:17])[CH3:16])[CH2:7][N:8]([CH3:11])[CH2:9][CH2:10]2. The reactants are BrC1=C(C=C(C=C1)C1OCCCO1)F (2-(4-bromo-3-fluorophenyl)-1,3-dioxane), C(CCC)[Li] (butyllithium), solution, hexanes, C([O-])([O-])=O.[Na+].[Na+] (sodium carbonate), ClC1=NC=C(C(=C1)Cl)N=C=S (2,4-dichloro-5-isothiocyanatopyridine). Run in C1CCOC1 (THF), CN(C)C=O (DMF), CN(C)C=O (DMF), C1CCOC1 (THF), O (water). Conditions: temperature 80 celsius, time 15 minute. Product: O1C(OCCC1)C1=CC(=C(C=C1)C=1SC2=C(C=NC(=C2)Cl)N1)F (2-(4-(1,3-dioxan-2-yl)-2-fluorophenyl)-6-chlorothiazolo[4,5-c]pyridine). Reaction SMILES: Br[C:2]1[CH:7]=[CH:6][C:5]([CH:8]2[O:13][CH2:12][CH2:11][CH2:10][O:9]2)=[CH:4][C:3]=1[F:14].C([Li])CCC.[Cl:20][C:21]1[CH:26]=[C:25](Cl)[C:24]([N:28]=[C:29]=[S:30])=[CH:23][N:22]=1.C(=O)([O-])[O-].[Na+].[Na+]>C1COCC1.O.CN(C=O)C>[O:9]1[CH2:10][CH2:11][CH2:12][O:13][CH:8]1[C:5]1[CH:6]=[CH:7][C:2]([C:29]2[S:30][C:25]3[CH:26]=[C:21]([Cl:20])[N:22]=[CH:23][C:24]=3[N:28]=2)=[C:3]([F:14])[CH:4]=1 |f:3.4.5|. Procedure details: To a solution of 2-(4-bromo-3-fluorophenyl)-1,3-dioxane (3.12 g, 11.9 mmol) in 40 mL THF at −78° C. under argon was added butyllithium, 2.5 M solution in hexanes (5.26 mL, 13.1 mmol) slowly dropwise. The resulting solution was allowed to stir 1 h at −78° C., at which point a solution at ambient temp of 2,4-dichloro-5-isothiocyanatopyridine (2.45 g, 11.9 mmol) in 10 mL THF was added slowly via cannula. The dark red reaction mixture was allowed to stir 15 min, and was then removed from the bath an... Starting materials: O=C(Nc1cc(Br)c(O)c(C(=O)O)c1)c1ccccc1O, CCCO, [Na+], [OH-], O=S(=O)(O)O. Yields the product CCCOC(=O)c1cc(NC(=O)c2ccccc2O)cc(Br)c1O. Reaction SMILES: [Br:1][c:2]1[cH:3][c:4]([NH:5][C:6]([c:7]2[c:8]([OH:13])[cH:9][cH:10][cH:11][cH:12]2)=[O:14])[cH:15][c:16]([C:19](=[O:20])[OH:21])[c:17]1[OH:18].[CH2:29]([CH2:30][CH3:31])[OH:32].[Na+:28].[OH-:27].[S:22](=[O:23])(=[O:24])([OH:25])[OH:26]>>[Br:1][c:2]1[cH:3][c:4]([NH:5][C:6]([c:7]2[c:8]([OH:13])[cH:9][cH:10][cH:11][cH:12]2)=[O:14])[cH:15][c:16]([C:19](=[O:20])[O:21][CH2:29][CH2:30][CH3:31])[c:17]1[OH:18]. Starting materials: CCOC(C)=O, S=C=NC1CCc2ccccc21, C(=NC1CCCCC1)=NC1CCCCC1, Nc1cccc(Cl)c1CO, C1CCOC1, O. Product: Clc1cccc2c1COC(NC1CCc3ccccc31)=N2. RXN SMILES: [CH3:43][CH2:44][O:45][C:46](=[O:47])[CH3:48].[CH:11]1([N:20]=[C:21]=[S:22])[CH2:12][CH2:13][c:14]2[cH:15][cH:16][cH:17][cH:18][c:19]21.[CH:23]1([N:24]=[C:25]=[N:26][CH:27]2[CH2:28][CH2:29][CH2:30][CH2:31][CH2:32]2)[CH2:33][CH2:34][CH2:35][CH2:36][CH2:37]1.[NH2:1][c:2]1[c:3]([CH2:4][OH:5])[c:6]([Cl:10])[cH:7][cH:8][cH:9]1.[O:38]1[CH2:39][CH2:40][CH2:41][CH2:42]1.[OH2:49]>>[N:1]1=[C:21]([NH:20][CH:11]2[CH2:12][CH2:13][c:14]3[cH:15][cH:16][cH:17][cH:18][c:19]32)[O:5][CH2:4][c:3]2[c:2]1[cH:9][cH:8][cH:7][c:6]2[Cl:10]. Starting materials: solution, [N+](=O)([O-])C1=CC=C(CO)C=C1 (p-nitrobenzyl alcohol), [H-].[Na+] (sodium hydride), O (water), IC (iodomethane). Run in O1CCCC1 (tetrahydrofuran), O1CCCC1 (tetrahydrofuran). Run at time 1 hour. Product: COCC1=CC=C(C=C1)[N+](=O)[O-] (p-methoxymethylnitrobenzene). Yield: 73.3%. As a reaction SMILES: [H-].[Na+].I[CH3:4].O.[N+:6]([C:9]1[CH:16]=[CH:15][C:12]([CH2:13][OH:14])=[CH:11][CH:10]=1)([O-:8])=[O:7]>O1CCCC1>[CH3:4][O:14][CH2:13][C:12]1[CH:11]=[CH:10][C:9]([N+:6]([O-:8])=[O:7])=[CH:16][CH:15]=1 |f:0.1|. Reported procedure: 16 g (60%) of sodium hydride was dispersed in 20 ml of tetrahydrofuran. To this, 100 ml of a solution in which 50 g of p-nitrobenzyl alcohol was dissolved in tetrahydrofuran, was added in drops while cooling with ice. The mixture was stirred for one hour at room temperature, and thereafter 56 g of iodomethane was added in drops while cooling with ice, and the mixture was further stirred for 3 hours at room temperature. To the reaction solution was added water, and a mixture was extracted with et... Reactants: CCC(=O)c1cc(C(=O)OC)c(NC(C)=O)cc1C(F)(F)F, CO, CCOC(C)=O, O, O=S(=O)(O)O. The product is CCC(=O)c1cc(C(=O)OC)c(N)cc1C(F)(F)F. Reaction SMILES: [CH3:1][O:2][C:3]([c:4]1[c:5]([NH:18][C:19](=[O:20])[CH3:21])[cH:6][c:7]([C:14]([F:15])([F:16])[F:17])[c:8]([C:10]([CH2:11][CH3:12])=[O:13])[cH:9]1)=[O:22].[CH3:28][OH:29].[CH3:31][CH2:32][O:33][C:34]([CH3:35])=[O:36].[OH2:30].[S:23](=[O:24])(=[O:25])([OH:26])[OH:27]>>[CH3:1][O:2][C:3]([c:4]1[c:5]([NH2:18])[cH:6][c:7]([C:14]([F:15])([F:16])[F:17])[c:8]([C:10]([CH2:11][CH3:12])=[O:13])[cH:9]1)=[O:22]. Reactants: CN(C)C1CCN(Cc2cc3nc(-c4ccc(OCc5ccccc5)c5nccn45)nc(N4CCOCC4)c3s2)CC1, O=C(O)C(F)(F)F. The product is CN(C)C1CCN(Cc2cc3nc(-c4ccc(O)c5nccn45)nc(N4CCOCC4)c3s2)CC1. Reaction SMILES: [CH2:1]([c:2]1[cH:3][cH:4][cH:5][cH:6][cH:7]1)[O:8][c:9]1[c:10]2[n:11]([c:12](-[c:15]3[n:16][c:17]([N:34]4[CH2:35][CH2:36][O:37][CH2:38][CH2:39]4)[c:18]4[c:19]([n:20]3)[cH:21][c:22]([CH2:24][N:25]3[CH2:26][CH2:27][CH:28]([N:31]([CH3:32])[CH3:33])[CH2:29][CH2:30]3)[s:23]4)[cH:13][cH:14]1)[cH:40][cH:41][n:42]2.[F:43][C:44]([F:45])([F:46])[C:47]([OH:48])=[O:49]>>[OH:8][c:9]1[c:10]2[n:11]([c:12](-[c:15]3[n:16][c:17]([N:34]4[CH2:35][CH2:36][O:37][CH2:38][CH2:39]4)[c:18]4[c:19]([n:20]3)[cH:21][c:22]([CH2:24][N:25]3[CH2:26][CH2:27][CH:28]([N:31]([CH3:32])[CH3:33])[CH2:29][CH2:30]3)[s:23]4)[cH:13][cH:14]1)[cH:40][cH:41][n:42]2.